The task is: describe an organic reaction: reactants, conditions, products, and yield. This data is from the Open Reaction Database (ORD), a public repository of structured organic reaction records. Starting materials: C(C)N(C(C)C)C(C)C (N-ethyl-diisopropylamine), [C@H]1(CC[C@H](CC1)O)O ((trans)-cyclohexane-1,4-diol), COC1=CC=C(C2=C1N=C(S2)N)C2CCOCC2 (4-Methoxy-7-(tetrahydro-pyran-4-yl)-benzothiazol-2-ylamine), ClC(=O)OC1=CC=CC=C1 (phenyl chloroformate), C(C1=CC=CC=C1)OC(NC=1SC2=C(N1)C(=CC=C2C2=CC=CC=C2)OC)=O ((4-methoxy-7-phenyl-benzothiazol-2-yl)-carbamic acid benzyl ester). Solvent: CS(=O)C (dimethyl sulfoxide), ClCCl (dichoromethane). The product is O[C@@H]1CC[C@H](CC1)OC(NC=1SC2=C(N1)C(=CC=C2C2CCOCC2)OC)=O ((trans)-[4-Methoxy-7-(tetrahydro-pyran-4-yl)-benzothiazol-2-yl]-carbamic acid 4-hydroxy-cyclohexyl ester). Yield: 7.0%. Reaction SMILES: [CH3:1][O:2][C:3]1[C:8]2[N:9]=[C:10]([NH2:12])[S:11][C:7]=2[C:6]([CH:13]2[CH2:18][CH2:17][O:16][CH2:15][CH2:14]2)=[CH:5][CH:4]=1.Cl[C:20]([O:22][C:23]1[CH:28]=[CH:27][CH:26]=[CH:25][CH:24]=1)=[O:21].C([O:36]C(=O)NC1SC2C(C3C=CC=CC=3)=CC=C(OC)C=2N=1)C1C=CC=CC=1.C(N(C(C)C)C(C)C)C.[C@H]1(O)CC[C@H](O)CC1>CS(C)=O.ClCCl>[OH:36][C@H:26]1[CH2:27][CH2:28][C@H:23]([O:22][C:20](=[O:21])[NH:12][C:10]2[S:11][C:7]3[C:6]([CH:13]4[CH2:18][CH2:17][O:16][CH2:15][CH2:14]4)=[CH:5][CH:4]=[C:3]([O:2][CH3:1])[C:8]=3[N:9]=2)[CH2:24][CH2:25]1. Reported procedure: 4-Methoxy-7-(tetrahydro-pyran-4-yl)-benzothiazol-2-ylamine (69 mg, 0.26 mmol) is first reacted with phenyl chloroformate as described for (4-methoxy-7-phenyl-benzothiazol-2-yl)-carbamic acid benzyl ester in WO01/97786 and then with N-ethyl-diisopropylamine (0.090 ml, 0.52 mmol) and (trans)-cyclohexane-1,4-diol (60 mg, 0.52 mmol) in dimethyl sulfoxide (10 ml) at 50° C. for 2 h. Then 100 ml dichoromethane are added, the mixture is extracted with saturated aqueous sodium carbonate and the organic p... Reactants: CSCc1ccc2oc([N+](=O)[O-])c(-c3ccccc3)c2c1, CC(=O)O, ClC(Cl)Cl, OO. The product is CS(=O)Cc1ccc2oc([N+](=O)[O-])c(-c3ccccc3)c2c1. As a reaction SMILES: [CH3:1][S:2][CH2:3][c:4]1[cH:5][cH:6][c:7]2[c:8]([c:9](-[c:15]3[cH:16][cH:17][cH:18][cH:19][cH:20]3)[c:10]([N+:12](=[O:13])[O-:14])[o:11]2)[cH:21]1.[CH3:22][C:23]([OH:24])=[O:25].[CH:28]([Cl:29])([Cl:30])[Cl:31].[OH:26][OH:27]>>[CH3:1][S:2]([CH2:3][c:4]1[cH:5][cH:6][c:7]2[c:8]([c:9](-[c:15]3[cH:16][cH:17][cH:18][cH:19][cH:20]3)[c:10]([N+:12](=[O:13])[O-:14])[o:11]2)[cH:21]1)=[O:24]. Reactants: FCCN[C@]12[C@@H]([C@H]3CC[C@@H]4[C@]5(CC=C(C([C@@H]5CC[C@]4([C@@]3(CC1)C)C)(C)C)C1=CC=C(C(=O)OC)C=C1)C)[C@@H](CC2)C(=C)C (methyl 4-((1R,3aS,5aR,5bR,7aR,11aS,11bR,13aR,13bR)-3a-((2-fluoroethyl)amino)-5a,5b,8,8,11a-pentamethyl-1-(prop-1-en-2-yl)-2,3,3a,4,5,5a,5b,6,7,7a,8,11,11a,11b,12,13,13a,13b-octadecahydro-1H-cyclopenta[a]chrysen-9-yl)benzoate), [OH-].[Na+] (NaOH). Solvent: CO (methanol), O1CCOCC1 (1,4-dioxane), O1CCOCC1 (1,4-dioxane). Reaction conditions: temperature 85 celsius. Yields the product FCCN[C@]12[C@@H]([C@H]3CC[C@@H]4[C@]5(CC=C(C([C@@H]5CC[C@]4([C@@]3(CC1)C)C)(C)C)C1=CC=C(C(=O)O)C=C1)C)[C@@H](CC2)C(=C)C (4-((1R,3aS,5aR,5bR,7aR,11aS,11bR,13aR,13bR)-3a-((2-fluoroethyl)amino)-5a,5b,8,8,11a-pentamethyl-1-(prop-1-en-2-yl)-2,3,3a,4,5,5a,5b,6,7,7a,8,11,11a,11b,12,13,13a,13b-octadecahydro-1H-cyclopenta[a]chrysen-9-yl)benzoic acid). The yield is 48.0%. As a reaction SMILES: [F:1][CH2:2][CH2:3][NH:4][C@:5]12[CH2:40][CH2:39][C@@H:38]([C:41]([CH3:43])=[CH2:42])[C@@H:6]1[C@@H:7]1[C@@:20]([CH3:23])([CH2:21][CH2:22]2)[C@@:19]2([CH3:24])[C@@H:10]([C@:11]3([CH3:37])[C@@H:16]([CH2:17][CH2:18]2)[C:15]([CH3:26])([CH3:25])[C:14]([C:27]2[CH:36]=[CH:35][C:30]([C:31]([O:33]C)=[O:32])=[CH:29][CH:28]=2)=[CH:13][CH2:12]3)[CH2:9][CH2:8]1.[OH-].[Na+]>O1CCOCC1.CO>[F:1][CH2:2][CH2:3][NH:4][C@:5]12[CH2:40][CH2:39][C@@H:38]([C:41]([CH3:43])=[CH2:42])[C@@H:6]1[C@@H:7]1[C@@:20]([CH3:23])([CH2:21][CH2:22]2)[C@@:19]2([CH3:24])[C@@H:10]([C@:11]3([CH3:37])[C@@H:16]([CH2:17][CH2:18]2)[C:15]([CH3:26])([CH3:25])[C:14]([C:27]2[CH:28]=[CH:29][C:30]([C:31]([OH:33])=[O:32])=[CH:35][CH:36]=2)=[CH:13][CH2:12]3)[CH2:9][CH2:8]1 |f:1.2|. Procedure details: To a solution of methyl 4-((1R,3aS,5aR,5bR,7aR,11aS,11bR,13aR,13bR)-3a-((2-fluoroethyl)amino)-5a,5b,8,8,11a-pentamethyl-1-(prop-1-en-2-yl)-2,3,3a,4,5,5a,5b,6,7,7a,8,11,11a,11b,12,13,13a,13b-octadecahydro-1H-cyclopenta[a]chrysen-9-yl)benzoate (0.059 g, 0.100 mmol) in 1,4-dioxane (2 mL) was added NaOH (1N) (0.5 mL, 0.500 mmol). The mixture was heated to 85° C. for 15.25 h, was cooled to rt, then was diluted with methanol and 1,4-dioxane and was purified by prep HPLC. The fractions containing the e... Reactants: COC([C@@H](N)CC1=CC=C(C=C1)NC(=O)C1=C(C=CC=C1Cl)Cl)=O (4-[[(2,6-dichlorophenyl)carbonyl]amino]-L-phenylalanine methyl ester), ClC1=C(C(=O)O)C=CC(=C1)O (2-chloro-4-hydroxybenzoic acid). The product is COC([C@@H](NC(=O)C1=C(C=C(C=C1)O)Cl)CC1=CC=C(C=C1)NC(=O)C1=C(C=CC=C1Cl)Cl)=O (4-[[(2,6-Dichlorophenyl)carbonyl]amino]-N-[(2-chloro4-hydroxyphenyl)carbonyl]-L-phenylalanine methyl ester). The yield is 35.0%. Reaction SMILES: [CH3:1][O:2][C:3](=[O:24])[C@H:4]([CH2:6][C:7]1[CH:12]=[CH:11][C:10]([NH:13][C:14]([C:16]2[C:21]([Cl:22])=[CH:20][CH:19]=[CH:18][C:17]=2[Cl:23])=[O:15])=[CH:9][CH:8]=1)[NH2:5].[Cl:25][C:26]1[CH:34]=[C:33]([OH:35])[CH:32]=[CH:31][C:27]=1[C:28](O)=[O:29]>>[CH3:1][O:2][C:3](=[O:24])[C@H:4]([CH2:6][C:7]1[CH:8]=[CH:9][C:10]([NH:13][C:14]([C:16]2[C:21]([Cl:22])=[CH:20][CH:19]=[CH:18][C:17]=2[Cl:23])=[O:15])=[CH:11][CH:12]=1)[NH:5][C:28]([C:27]1[CH:31]=[CH:32][C:33]([OH:35])=[CH:34][C:26]=1[Cl:25])=[O:29]. Reported procedure: 4-[[(2,6-Dichlorophenyl)carbonyl]amino]-N-[(2-chloro4-hydroxyphenyl)carbonyl]-L-phenylalanine methyl ester was prepared in 35% yield from 4-[[(2,6-dichlorophenyl)carbonyl]amino]-L-phenylalanine methyl ester and 2-chloro-4-hydroxybenzoic acid using the general procedure described in example 3. HR MS: Obs. mass, 521.0433. Calcd. mass, 521.0438 (M+H). The reactants are C(CN)C(O)(P(=O)(O)[O-])P(=O)(O)[O-].[Na+].[Na+] (disodium pamidronate), C(CN)C(O)(P(=O)(O)O)P(=O)(O)O (pamidronic acid), [Na] (sodium), C(CN)C(O)(P(=O)(O)O)P(=O)(O)O (pamidronic acid), C[O-].[Na+] (sodium methoxide), [O-]CC.[Na+] (sodium ethoxide). Solvent: C(C)O (ethanol), CO (methanol), O (water). The product is C(CN)C(O)(P(=O)(O)[O-])P(=O)(O)[O-].O.[Na+].[Na+] (disodium pamidronate hydrate). As a reaction SMILES: [CH2:1]([C:4]([P:10]([O-:13])([OH:12])=[O:11])([P:6]([O-:9])([OH:8])=[O:7])[OH:5])[CH2:2][NH2:3].[Na+:14].[Na+].C(C(P(O)(O)=O)(P(O)(O)=O)[OH:20])CN.[Na].C[O-].[Na+].[O-]CC.[Na+]>CO.C(O)C.O>[CH2:1]([C:4]([P:10]([O-:13])([OH:12])=[O:11])([P:6]([O-:8])([OH:9])=[O:7])[OH:5])[CH2:2][NH2:3].[OH2:20].[Na+:14].[Na+:14] |f:0.1.2,5.6,7.8,12.13.14.15,^1:28|. Procedure: In the process for preparing crystalline disodium pamidronate from the reaction solution of neutralization of pamidronic acid with an organic sodium compound according to the second method, it is characterized to be included the process which pamidronic acid is neutralized with sodium methoxide or sodium ethoxide in absolute methanol or absolute ethanol under refluxing: the salt produced from neutralization is dissolved in water and the insoluble materials produced are filtered: the filtrate is ...